From a dataset of the Open Reaction Database (ORD), a public repository of structured organic reaction records. describe an organic reaction: reactants, conditions, products, and yield Starting materials: 2-e, amino acids, amino acid, N[C@@H](CCC(=O)O)C(=O)O (L-glutamic acid), Fe2+, N[C@@H](CCCCN)C(=O)O (L-lysine), C1CN(CCN1CCO)CCS(=O)(=O)O (HEPES), N[C@@H](C(C)C)C(=O)O (L-valine), N[C@@H]([C@@H](C)CC)C(=O)O (L-isoleucine), O=C1C(O)=C(O)[C@H](O1)[C@@H](O)CO (ascorbic acid), amino acids, amino acid, O=C(C(=O)O)CCC(=O)O (2-oxoglutaric acid). Reaction conditions: time 1 hour. The product is OC([C@@H]([C@H](N)C(=O)O)C)C (4-hydroxyisoleucine). As a reaction SMILES: [O:1]=C(CCC(O)=O)C(O)=O.O=C1O[C@H]([C@H](CO)O)C(O)=C1O.C1N(CCO)CCN(CCS(O)(=O)=O)C1.[NH2:38][C@H:39]([C:44]([OH:46])=[O:45])[C@H:40]([CH2:42][CH3:43])[CH3:41].N[C@H](C(O)=O)C(C)C.N[C@H](C(O)=O)CCC(O)=O.N[C@H](C(O)=O)CCCCN>>[OH:1][CH:42]([CH3:43])[C@H:40]([CH3:41])[C@@H:39]([C:44]([OH:46])=[O:45])[NH2:38]. Procedure details: By using a cell lysate prepared from 2-e-2 cells at OD660 of 7 according to the method described in <5>, the reaction characteristics for various amino acids were evaluated. The cell lysate and a substrate solution were mixed, then the reaction proceeded at 30° C. for 1 hour, and the production of new substances was evaluated by TLC or amino acid analysis. The substrate reaction mixture contained 5 mM amino acid, 5 mM Fe2+, 5 mM 2-oxoglutaric acid, 5 mM ascorbic acid, and 100 mM HEPES (pH 7). In... Starting materials: NCCC1=C(C=CC=C1)Cl (1-Amino-2-(2-chlorophenyl)ethane), C=1(C(=CC=CC1)C(=O)Cl)C (o-toluoyl chloride). Product: C=1(C(=CC=CC1)C(=O)NCCC1=C(C=CC=C1)Cl)C (1-(o-toluoylamino)-2-(2-chlorophenyl)ethane). RXN SMILES: [NH2:1][CH2:2][CH2:3][C:4]1[CH:9]=[CH:8][CH:7]=[CH:6][C:5]=1[Cl:10].[C:11]1([CH3:20])[C:12]([C:17](Cl)=[O:18])=[CH:13][CH:14]=[CH:15][CH:16]=1>>[C:11]1([CH3:20])[C:12]([C:17]([NH:1][CH2:2][CH2:3][C:4]2[CH:9]=[CH:8][CH:7]=[CH:6][C:5]=2[Cl:10])=[O:18])=[CH:13][CH:14]=[CH:15][CH:16]=1. Procedure details: 1-Amino-2-(2-chlorophenyl)ethane and o-toluoyl chloride were reacted in the same way as in step (a) of Example 13 to afford 1-(o-toluoylamino)-2-(2-chlorophenyl)ethane having a melting point of 91.6° C. The product was successively reacted in the same way as in steps (b), (c), (d), (e), (f), (g), and (h) of Example 13 to afford 1-(2-methylphenyl)isoquinoline-5-acetonitrile having a melting point of 120.3° to 120.4° C. Reactants: ClC1=CC=C(C(=O)N)C=C1 (4-chlorobenzamide), COC1=CC=C(C=C1)P1(SP(S1)(C1=CC=C(C=C1)OC)=S)=S (2,4-bis(4-methoxyphenyl)-1,3-dithia-2,4-diphosphetane-2,4-disulfide). Solvent: C1(=CC=CC=C1)C (toluene). The product is ClC1=CC=C(C=C1)C(=S)N (4-chlorophenylthiocarboxamide). The yield is 64.0%. Reaction SMILES: [Cl:1][C:2]1[CH:10]=[CH:9][C:5]([C:6]([NH2:8])=O)=[CH:4][CH:3]=1.COC1C=CC(P2(=S)SP(=S)(C3C=CC(OC)=CC=3)[S:20]2)=CC=1>C1(C)C=CC=CC=1>[Cl:1][C:2]1[CH:10]=[CH:9][C:5]([C:6]([NH2:8])=[S:20])=[CH:4][CH:3]=1. Procedure details: To a stirred mixture of 14.9 grams (0.102 mole) of 4-chlorobenzamide in 800 ml of toluene was added 20.6 grams (0.051 mole) of 2,4-bis(4-methoxyphenyl)-1,3-dithia-2,4-diphosphetane-2,4-disulfide (Lawesson's Reagent). This mixture was stirred and heated at reflux for two hours. The reaction mixture was allowed to cool slowly to room temperature. Approximately 600 ml of toluene was evaporated from the mixture under reduced pressure, leaving a residual liquid. This liquid was purified by column chr... Reactants: NC=1SC(=CC1C(C1=C(C=CC=C1)Cl)=O)CC (2-amino-3-(2-chlorobenzoyl)-5-ethylthiophene), diazonium salt, diazonium salt, C(C)(=O)[O-].[K+] (potassium acetate), Cl (hydrochloric acid), N(=O)[O-].[Na+] (sodium nitrite), ClC(C(=O)OCC)C(=O)C (ethyl 2-chloroacetoacetate). Solvent: O (water), O (water), C(C)(=O)O (acetic acid), O (water). The product is ClC1=C(C(=O)C2=C(SC(=C2)CC)N=NC(C(=O)OCC)Cl)C=CC=C1 (ethyl [3-(2-chlorobenzoyl)-5-ethyl-2-thienyl]azochloroacetate). Reaction SMILES: [NH2:1][C:2]1[S:3][C:4]([CH2:16][CH3:17])=[CH:5][C:6]=1[C:7](=[O:15])[C:8]1[CH:13]=[CH:12][CH:11]=[CH:10][C:9]=1[Cl:14].Cl.[N:19]([O-])=O.[Na+].[Cl:23][CH:24](C(C)=O)[C:25]([O:27][CH2:28][CH3:29])=[O:26].C([O-])(=O)C.[K+]>O.C(O)(=O)C>[Cl:14][C:9]1[CH:10]=[CH:11][CH:12]=[CH:13][C:8]=1[C:7]([C:6]1[CH:5]=[C:4]([CH2:16][CH3:17])[S:3][C:2]=1[N:1]=[N:19][CH:24]([Cl:23])[C:25]([O:27][CH2:28][CH3:29])=[O:26])=[O:15] |f:2.3,5.6|. Procedure: To a stirred solution of 26.6 g. of 2-amino-3-(2-chlorobenzoyl)-5-ethylthiophene in 200 ml. of acetic acid and 30 ml. of concentrated hydrochloric acid is added dropwise a solution of 7.0 g. of sodium nitrite in 30 ml. of water under cooling on an ice-sodium chloride bath to prepare the corresponding diazonium salt solution. Then, the diazonium salt solution is added dropwise under cooling and stirring into a solution of 18.0 g. of ethyl 2-chloroacetoacetate and 40 g. of potassium acetate in 400... The reactants are CO, CCC(CC)C(N=[N+]=[N-])c1nccn1Cc1ccccc1. The product is CCC(CC)C(N)c1nccn1Cc1ccccc1. RXN SMILES: [CH3:22][OH:23].[N:1](=[N+:2]=[N-:3])[CH:4]([CH:5]([CH2:6][CH3:7])[CH2:8][CH3:9])[c:10]1[n:11]([CH2:15][c:16]2[cH:17][cH:18][cH:19][cH:20][cH:21]2)[cH:12][cH:13][n:14]1>>[NH2:1][CH:4]([CH:5]([CH2:6][CH3:7])[CH2:8][CH3:9])[c:10]1[n:11]([CH2:15][c:16]2[cH:17][cH:18][cH:19][cH:20][cH:21]2)[cH:12][cH:13][n:14]1. Reactants: CC(C)C(=O)N=C=O, Cc1ccccc1, O=C1Cc2cc(Cl)ccc2N1. Yields the product CC(C)C(=O)NC(=O)N1C(=O)Cc2cc(Cl)ccc21. Reaction SMILES: [C:12]([CH:13]([CH3:14])[CH3:15])(=[O:16])[N:17]=[C:18]=[O:19].[CH3:20][c:21]1[cH:22][cH:23][cH:24][cH:25][cH:26]1.[Cl:1][c:2]1[cH:3][c:4]2[c:8]([cH:9][cH:10]1)[NH:7][C:6](=[O:11])[CH2:5]2>>[Cl:1][c:2]1[cH:3][c:4]2[c:8]([cH:9][cH:10]1)[N:7]([C:18]([NH:17][C:12]([CH:13]([CH3:14])[CH3:15])=[O:16])=[O:19])[C:6](=[O:11])[CH2:5]2. Starting materials: CCOC(=O)CNC(=O)c1c(O)c2sc(Br)cc2n(C)c1=O, O=C([O-])[O-], COCCOC, Cn1c(=O)c(C(=O)NCC(=O)OC(C)(C)C)c(O)c2sc(-c3ccc(F)cc3)cc21, [Na+], [Na+], O, OB(O)c1ccc(F)cc1. Product: Cn1c(=O)c(C(=O)NCC(=O)O)c(O)c2sc(-c3ccc(F)cc3)cc21. As a reaction SMILES: [Br:31][c:32]1[s:33][c:34]2[c:35]([OH:36])[c:37]([C:38]([NH:39][CH2:40][C:41]([O:42][CH2:43][CH3:44])=[O:45])=[O:46])[c:47](=[O:48])[n:49]([CH3:50])[c:51]2[cH:52]1.[C:70](=[O:71])([O-:72])[O-:73].[CH3:64][O:65][CH2:66][CH2:67][O:68][CH3:69].[F:1][c:2]1[cH:3][cH:4][c:5](-[c:8]2[cH:9][c:10]3[n:11]([CH3:30])[c:12](=[O:29])[c:13]([C:18](=[O:19])[NH:20][CH2:21][C:22](=[O:23])[O:24][C:25]([CH3:26])([CH3:27])[CH3:28])[c:14]([OH:17])[c:15]3[s:16]2)[cH:6][cH:7]1.[Na+:74].[Na+:75].[OH2:63].[OH:53][B:54]([c:55]1[cH:56][cH:57][c:58]([F:59])[cH:60][cH:61]1)[OH:62]>>[F:1][c:2]1[cH:3][cH:4][c:5](-[c:8]2[cH:9][c:10]3[n:11]([CH3:30])[c:12](=[O:29])[c:13]([C:18](=[O:19])[NH:20][CH2:21][C:22](=[O:23])[OH:24])[c:14]([OH:17])[c:15]3[s:16]2)[cH:6][cH:7]1. The reactants are COC1=CC=CC=2C(C(OC21)(C)C)N2CCCCC2 (7-Methoxy-3-piperidino-2,2-dimethylbenzofuran), Br (HBr), ice H2O. Run in C(C)(=O)O (acetic acid). Product: OC1=CC=CC=2C(C(OC21)(C)C)N2CCCCC2 (7-Hydroxy-3-piperidino-2,2-dimethylbenzofuran). As a reaction SMILES: C[O:2][C:3]1[C:11]2[O:10][C:9]([CH3:13])([CH3:12])[CH:8]([N:14]3[CH2:19][CH2:18][CH2:17][CH2:16][CH2:15]3)[C:7]=2[CH:6]=[CH:5][CH:4]=1.Br>C(O)(=O)C>[OH:2][C:3]1[C:11]2[O:10][C:9]([CH3:12])([CH3:13])[CH:8]([N:14]3[CH2:19][CH2:18][CH2:17][CH2:16][CH2:15]3)[C:7]=2[CH:6]=[CH:5][CH:4]=1. Reported procedure: 7-Methoxy-3-piperidino-2,2-dimethylbenzofuran (65.1 g) is added to a stirred mixture of glacial acetic acid (340 ml) and 48% HBr (340 ml) and the solution refluxed for 3 hours. The reaction mixture is poured into crushed ice/H2O and brought to a pH=8-10. The alkaline reaction mixture is extracted with methylene chloride and the organic phase washed with water, dried, filtered and evaporated in vacuo. The residue is chromatographed on silica gel eluting with ethyl acetate/hexane (1:3) affording t... Starting materials: FC=1C=C(C=CC1OC)N1C(NC2=CC=CC=C2C1)=O (3-(3-fluoro-4-methoxyphenyl)-3,4-dihydroquinazolin-2(1H)-one), B(Br)(Br)Br (boron tribromide). Run in ClCCl (dichloromethane). Conditions: time 5 minute. The product is FC=1C=C(C=CC1O)N1C(NC2=CC=CC=C2C1)=O (3-(3-fluoro-4-hydroxyphenyl)-3,4-dihydroquinazolin-2(1H)-one). RXN SMILES: [F:1][C:2]1[CH:3]=[C:4]([N:10]2[CH2:19][C:18]3[C:13](=[CH:14][CH:15]=[CH:16][CH:17]=3)[NH:12][C:11]2=[O:20])[CH:5]=[CH:6][C:7]=1[O:8]C.B(Br)(Br)Br>ClCCl>[F:1][C:2]1[CH:3]=[C:4]([N:10]2[CH2:19][C:18]3[C:13](=[CH:14][CH:15]=[CH:16][CH:17]=3)[NH:12][C:11]2=[O:20])[CH:5]=[CH:6][C:7]=1[OH:8]. Procedure details: To a stirred solution of 3-(3-fluoro-4-methoxyphenyl)-3,4-dihydroquinazolin-2(1H)-one (60 mg, 0.22 mmol) in 2.2 mL dichloromethane at 0° C. under a drying tube was added boron tribromide (104 μL, 1.1 mmol) neat by syringe. After 5 minutes, TLC in 1/1 EtOAc/hexanes showed complete consumption of starting material and a new slightly lower rf spot. The reaction was quenched by pouring into saturated NaHCO3 (30 mL) with stirring. 9/1 Dichloromethane/methanol (30 mL) was added and the mixture stirred... The product is S1C(=NC2=C1C=CC=C2)SC(C#N)(C)C2=CC=C(C=C2)C(=O)C=2SC=CC2 (alpha-(2-benzothiazolylthio)alpha-[p-(2-thienylcarbonyl)phenyl]propionitrile). Reaction SMILES: [S:1]1[C:5]2[CH:6]=[CH:7][CH:8]=[CH:9][C:4]=2[N:3]=[C:2]1[S:10][CH:11]([C:14]1[CH:19]=[CH:18][C:17]([C:20]([C:22]2[S:23][CH:24]=[CH:25][CH:26]=2)=[O:21])=[CH:16][CH:15]=1)[C:12]#[N:13].[CH3:27]I.C[O-].[Na+]>C(Cl)Cl.O.CO.COCCOC>[S:1]1[C:5]2[CH:6]=[CH:7][CH:8]=[CH:9][C:4]=2[N:3]=[C:2]1[S:10][C:11]([C:14]1[CH:19]=[CH:18][C:17]([C:20]([C:22]2[S:23][CH:24]=[CH:25][CH:26]=2)=[O:21])=[CH:16][CH:15]=1)([CH3:27])[C:12]#[N:13] |f:2.3|. The solvent is COCCOC (DME), CO (Methanol), CO (methanol), C(Cl)Cl (methylene chloride), O (Water). Reported procedure: Methanol (5 ml) and 1 ml of DME were added to 788 mg of alpha-(2-benzothiazolylthio)[p-(2-thienylcarbonyl)phenyl]acetonitrile, and the mixture was stirred in an argon atmosphere under ice cooling. Methyl iodide (0.20 ml) and 0.81 ml of a 2.7 M methanol solution of sodium methoxide were added. The mixture was stirred under ice cooling for 1 hour, and then at room temperature for 3.5 hours. Water (20 ml) and 30 ml of methylene chloride were added, and the insoluble matter was removed by filtration... Conditions: time 3.5 hour. Reactants: S1C(=NC2=C1C=CC=C2)SC(C#N)C2=CC=C(C=C2)C(=O)C=2SC=CC2 (alpha-(2-benzothiazolylthio)[p-(2-thienylcarbonyl)phenyl]acetonitrile), CI (Methyl iodide), C[O-].[Na+] (sodium methoxide).